describe an organic reaction: reactants, conditions, products, and yield From a dataset of the Open Reaction Database (ORD), a public repository of structured organic reaction records. Starting materials: CCOC(C)=O, COC(=O)Cc1ccnc(NC=O)n1, C1COCCO1, O=[Se]. Product: COC(=O)C(=O)c1ccnc(NC=O)n1. As a reaction SMILES: [CH3:17][CH2:18][O:19][C:20](=[O:21])[CH3:22].[CH:3](=[O:4])[NH:5][c:6]1[n:7][cH:8][cH:9][c:10]([CH2:12][C:13](=[O:14])[O:15][CH3:16])[n:11]1.[O:23]1[CH2:24][CH2:25][O:26][CH2:27][CH2:28]1.[Se:1]=[O:2]>>[CH:3](=[O:4])[NH:5][c:6]1[n:7][cH:8][cH:9][c:10]([C:12]([C:13](=[O:14])[O:15][CH3:16])=[O:19])[n:11]1. Yields the product OCC=1C=C(OC[C@H]2C[C@@H]3N(CCN(C3)C3=NC=C(C=N3)F)C2)C=CC1 ((7S,8aS)-7-(3-(Hydroxymethyl)phenoxy)methyl-2-(5-fluoropyrimidin-2-yl)-1,2,3,4,6,7,8,8a-octahydro-pyrrolo[1,2-a]pyrazine). Solvent: C(C)OCC (ethyl ether), C(C)OCC (ethyl ether). As a reaction SMILES: C[O:2][C:3]([C:5]1[CH:6]=[C:7]([CH:26]=[CH:27][CH:28]=1)[O:8][CH2:9][C@@H:10]1[CH2:25][N:13]2[CH2:14][CH2:15][N:16]([C:18]3[N:23]=[CH:22][C:21]([F:24])=[CH:20][N:19]=3)[CH2:17][C@@H:12]2[CH2:11]1)=O.[H-].[Al+3].[Li+].[H-].[H-].[H-]>C(OCC)C>[OH:2][CH2:3][C:5]1[CH:6]=[C:7]([CH:26]=[CH:27][CH:28]=1)[O:8][CH2:9][C@@H:10]1[CH2:25][N:13]2[CH2:14][CH2:15][N:16]([C:18]3[N:19]=[CH:20][C:21]([F:24])=[CH:22][N:23]=3)[CH2:17][C@@H:12]2[CH2:11]1 |f:1.2.3.4.5.6|. Run at time 30 minute. Procedure: A solution of 0.15 g (0.39 mmol) of (7S,8aS)-7-(3-(methoxycarbonyl)phenoxy)methyl-2-(5-fluoropyrimidin-2-yl)-1,2,3,4,6,7,8,8a-octahydro-pyrrolo[1,2-a]pyrazine (Example 11j) in 15 mL of anhydrous ethyl ether was added dropwise to an ice-cold suspension of 0.029 g (0.78 mmol) of lithium aluminum hydride in 15 mL of anhydrous ethyl ether and the mixture stirred for 30 min. The reaction was carefully quenched at 0° C. with 0.029 mL of water, 0.029 mL of 15% sodium hydroxide, and 0.087 mL of water. T... Isolated yield 70.8%. The reactants are COC(=O)C=1C=C(OC[C@H]2C[C@@H]3N(CCN(C3)C3=NC=C(C=N3)F)C2)C=CC1 ((7S,8aS)-7-(3-(methoxycarbonyl)phenoxy)methyl-2-(5-fluoropyrimidin-2-yl)-1,2,3,4,6,7,8,8a-octahydro-pyrrolo[1,2-a]pyrazine), ice, [H-].[Al+3].[Li+].[H-].[H-].[H-] (lithium aluminum hydride). Starting materials: FC=1C=C(CNC(CC2N(CCCC2)CCC=2C(=NC=CC2)OC)=O)C=CC1 (N1-(3-Fluorobenzyl)-2-[1-[2-(2-methoxy-3-pyridyl)ethyl]-2-piperidyl]acetamide), S(=O)(Cl)Cl (thionyl chloride). The solvent is C(C)O (ethanol). Yields the product FC=1C=C(CNC(CC2N(CCCC2)CCC=2C(NC=CC2)=O)=O)C=CC1 (N1-(3-Fluorobenzyl)-2-[1-[2-(2-oxo-1,2-dihydro-3-pyridinyl)ethyl]-2-piperidyl]acetamide). Isolated yield 92.6%. Reaction SMILES: [F:1][C:2]1[CH:3]=[C:4]([CH:26]=[CH:27][CH:28]=1)[CH2:5][NH:6][C:7](=[O:25])[CH2:8][CH:9]1[CH2:14][CH2:13][CH2:12][CH2:11][N:10]1[CH2:15][CH2:16][C:17]1[C:18]([O:23]C)=[N:19][CH:20]=[CH:21][CH:22]=1.S(Cl)(Cl)=O>C(O)C>[F:1][C:2]1[CH:3]=[C:4]([CH:26]=[CH:27][CH:28]=1)[CH2:5][NH:6][C:7](=[O:25])[CH2:8][CH:9]1[CH2:14][CH2:13][CH2:12][CH2:11][N:10]1[CH2:15][CH2:16][C:17]1[C:18](=[O:23])[NH:19][CH:20]=[CH:21][CH:22]=1. Reported procedure: 370 mg of N1-(3-fluorobenzyl)-2-[1-[2-(2-methoxy-3-pyridyl)ethyl]-2-piperidyl]acetamide obtained in Example 177, 0.44 ml of thionyl chloride and 5 ml of ethanol were stirred at 100° C. for 2 hours. The solvent was evaporated, and to the residue was added an aqueous sodium bicarbonate. The mixture was extracted with ethyl acetate, and dried over sodium sulfate. Then the drying agent was filtered off, and the solvent was evaporated, to give 330 mg of white crystals.